Dataset: the Open Reaction Database (ORD), a public repository of structured organic reaction records. Task: describe an organic reaction: reactants, conditions, products, and yield The reactants are COC(=O)C(=O)c1ccccc1COc1ccccc1C, CO, [Cl-], Cl, [NH3+]O. The product is COC(=O)C(=NO)c1ccccc1COc1ccccc1C. RXN SMILES: [CH3:1][c:2]1[c:3]([O:4][CH2:5][c:6]2[c:7]([C:12]([C:13](=[O:14])[O:15][CH3:16])=[O:17])[cH:8][cH:9][cH:10][cH:11]2)[cH:18][cH:19][cH:20][cH:21]1.[CH3:26][OH:27].[Cl-:22].[ClH:25].[OH:23][NH3+:24]>>[CH3:1][c:2]1[c:3]([O:4][CH2:5][c:6]2[c:7]([C:12]([C:13](=[O:14])[O:15][CH3:16])=[N:24][OH:23])[cH:8][cH:9][cH:10][cH:11]2)[cH:18][cH:19][cH:20][cH:21]1. The reactants are ClC1=C(C=CC=2NC(=NC21)C)OC (4-chloro-5-methoxy-2-methyl-1H-benzo[d]imidazole), Cl.N1=CC=CC=C1 (pyridine hydrochloride). Yields the product ClC1=C(C=CC=2NC(=NC21)C)O (4-chloro-5-hydroxy-2-methyl-1H-benzo[d]imidazole). As a reaction SMILES: [Cl:1][C:2]1[C:10]2[N:9]=[C:8]([CH3:11])[NH:7][C:6]=2[CH:5]=[CH:4][C:3]=1[O:12]C.Cl.N1C=CC=CC=1>>[Cl:1][C:2]1[C:10]2[N:9]=[C:8]([CH3:11])[NH:7][C:6]=2[CH:5]=[CH:4][C:3]=1[OH:12] |f:1.2|. Reported procedure: Under a nitrogen atmosphere 1.50 g (7.63 mmol) 4-chloro-5-methoxy-2-methyl-1H-benzo[d]imidazole and 11.20 g (0.10 mol) pyridine hydrochloride were stirred for 15 min at a bath temperature of 180° C. The reaction mixture was poured onto water while hot. The substance was extracted with ethyl acetate and washed with water. The organic phase was separated off, dried and evaporated down i.vac. The residue was stirred with DIPE and ethyl acetate, suction filtered and dried. The reactants are ClC1=CC=CC2=C1CN(CC=1N2C(NC1\C=C/Cl)=O)C (7-chloro-3-[(Z)-2-chlorovinyl]-4,5-dihydro-5-methyl-6H-imidazo[1,5-a][1,4]benzodiazepine--one), N12CCCCCC2=NCCC1 (1,8-diazabicyclo[5.4.0]undec-7-ene), O (water). Run in CN(C=O)C (N,N-dimethylformamide). The product is ClC1=CC=CC2=C1C(N(CC=1N2C=NC1C#C)C)=O (7-chloro-3-ethynyl-4,5-dihydro-5-methyl-6H-imidazo[1,5-a][1,4]benzodiazepin-6-one). RXN SMILES: [Cl:1][C:2]1[C:7]2[CH2:8][N:9]([CH3:20])[CH2:10][C:11]3[N:12]([C:13](=O)[NH:14][C:15]=3/[CH:16]=[CH:17]\Cl)[C:6]=2[CH:5]=[CH:4][CH:3]=1.N12CCCN=C1CCCCC2.[OH2:32]>CN(C)C=O>[Cl:1][C:2]1[C:7]2[C:8](=[O:32])[N:9]([CH3:20])[CH2:10][C:11]3[N:12]([CH:13]=[N:14][C:15]=3[C:16]#[CH:17])[C:6]=2[CH:5]=[CH:4][CH:3]=1. Procedure: 20.2 g (65.5 mmol) of 7-chloro-3-[(Z)-2-chlorovinyl]-4,5-dihydro-5-methyl-6H-imidazo[1,5-a][1,4]benzodiazepine--one was heated to boiling under reflux for 5 hours together with 11.7 ml (78.5 mmol) of 1,8-diazabicyclo[5.4.0]undec-7-ene in 200 ml of N,N-dimethylformamide. The reaction mixture was subsequently poured into 800 ml of water and extracted four time with methylene chloride. The organic extracts were washed four times with water, dried over magnesium sulphate and evaporated. After chroma... The reactants are C(C)(C)(C)OC(=O)N1C(OC[C@@H]1C[C@H](C(F)(F)F)O)(C)C ((S)-2,2-dimethyl-4-((R)-3,3,3-trifluoro-2-hydroxy-propyl)-oxazolidine-3-carboxylic acid tert-butyl ester), FC1=CC=C(C=C1)[N+](=O)[O-] (1-fluoro-4-nitrobenzene), C[Si](C)(C)[N-][Si](C)(C)C.[K+] (potassium bis(trimethylsilyl)amide). Run in ClCCl (dichloromethane), C1CCOC1 (THF). Run at temperature 0 celsius, time 30 minute. Yields the product C(C)(C)(C)OC(=O)N1C(OC[C@@H]1C[C@H](C(F)(F)F)OC1=CC=C(C=C1)[N+](=O)[O-])(C)C ((S)-2,2-dimethyl-4-[(R)-3,3,3-trifluoro-2-(4-nitro-phenoxy)-propyl]-oxazolidine-3-carboxylic acid tert-butyl ester). Isolated yield 97.0%. RXN SMILES: [C:1]([O:5][C:6]([N:8]1[C@@H:12]([CH2:13][C@@H:14]([OH:19])[C:15]([F:18])([F:17])[F:16])[CH2:11][O:10][C:9]1([CH3:21])[CH3:20])=[O:7])([CH3:4])([CH3:3])[CH3:2].F[C:23]1[CH:28]=[CH:27][C:26]([N+:29]([O-:31])=[O:30])=[CH:25][CH:24]=1.C[Si]([N-][Si](C)(C)C)(C)C.[K+]>C1COCC1.ClCCl>[C:1]([O:5][C:6]([N:8]1[C@@H:12]([CH2:13][C@@H:14]([O:19][C:23]2[CH:28]=[CH:27][C:26]([N+:29]([O-:31])=[O:30])=[CH:25][CH:24]=2)[C:15]([F:18])([F:16])[F:17])[CH2:11][O:10][C:9]1([CH3:21])[CH3:20])=[O:7])([CH3:4])([CH3:2])[CH3:3] |f:2.3|. Reported procedure: To a cooled, stirred solution of (S)-2,2-dimethyl-4-((R)-3,3,3-trifluoro-2-hydroxy-propyl)-oxazolidine-3-carboxylic acid tert-butyl ester (1.99 g) and 1-fluoro-4-nitrobenzene (0.69 ml) in THF (20 ml) at 0° C. was added dropwise potassium bis(trimethylsilyl)amide solution (7.7 ml, 1 M solution in THF). The reaction mixture was stirred for 30 min at 0° C., then allowed to warm to room temperature and stirred for a further 1 h. The mixture was then diluted with dichloromethane and washed with sat. ...